From a dataset of the Open Reaction Database (ORD), a public repository of structured organic reaction records. describe an organic reaction: reactants, conditions, products, and yield Starting materials: [Mg] (magnesium), BrC1=C(C=CC=C1)OC (1-bromo-2-methoxybenzene), C1CCOC1 (THF), C1CCOC1 (THF), CC=1C=C2C(C(NC2=CC1)=O)=O (5-methyl-1H-indole-2,3-dione), C1CCOC1 (THF), [NH4+].[Cl-] (NH4Cl). Product: COC1=C(C=CC=C1)[Mg]Br (2-methoxyphenylmagnesium bromide), ClC1(C(NC2=CC=C(C=C12)C)=O)C1=C(C=CC=C1)OC (3-Chloro-5-methyl-3-(2-methoxyphenyl)-1,3-dihydro-2H-indol-2-one). As a reaction SMILES: [Mg:1].[Br:2][C:3]1[CH:8]=[CH:7][CH:6]=[CH:5][C:4]=1[O:9][CH3:10].[CH3:11][C:12]1[CH:13]=[C:14]2[C:18](=[CH:19][CH:20]=1)[NH:17][C:16](=[O:21])[C:15]2=O.[NH4+].[Cl-:24].C1[CH2:29][O:28]CC1>>[CH3:29][O:28][C:12]1[CH:13]=[CH:14][CH:18]=[CH:19][C:20]=1[Mg:1][Br:2].[Cl:24][C:15]1([C:3]2[CH:8]=[CH:7][CH:6]=[CH:5][C:4]=2[O:9][CH3:10])[C:14]2[C:18](=[CH:19][CH:20]=[C:12]([CH3:11])[CH:13]=2)[NH:17][C:16]1=[O:21] |f:3.4|. Reported procedure: A solution of 2-methoxyphenylmagnesium bromide is prepared from 6.8 g of magnesium in 15 ml of THF and from a solution of 52.5 g of 1-bromo-2-methoxybenzene in 75 ml of THF. This solution is added dropwise at RT, under an argon atmosphere, to a mixture of 8.9 g of 5-methyl-1H-indole-2,3-dione in 80 ml of THF and is then refluxed for 3 hours. After cooling to RT, saturated NH4Cl solution is added to the reaction mixture, the resulting mixture is extracted three times with EtOAc and the combined o... The reactants are COC1=CC=C(C=C1)CC(=O)O (4-Methoxyphenylacetic acid), C1(=CC=C(C=C1)S(=O)(=O)O)C (para-toluenesulfonic acid). Run in C(C)O (ethanol). The product is COC1=CC=C(C=C1)CC(=O)OCC (Ethyl 4-Methoxyphenylacetate). Reaction SMILES: [CH3:1][O:2][C:3]1[CH:8]=[CH:7][C:6]([CH2:9][C:10]([OH:12])=[O:11])=[CH:5][CH:4]=1.[C:13]1(C)C=CC(S(O)(=O)=O)=C[CH:14]=1>C(O)C>[CH3:1][O:2][C:3]1[CH:4]=[CH:5][C:6]([CH2:9][C:10]([O:12][CH2:13][CH3:14])=[O:11])=[CH:7][CH:8]=1. Reported procedure: A solution of 4-Methoxyphenylacetic acid (2 g) and para-toluenesulfonic acid (230 mg) in 30 ml of ethanol is refluxed for 2 hours. The solvent is evaporated under reduced pressure and the residue is suspended in a saturated aqueous solution of sodium hydrogencarbonate and extracted twice with ethyl acetate. The organic extracts are collected, washed with water and dried over sodium sulfate to give, after evaporation of the solvent under reduced pressure, 2.14 g of the product. Starting materials: CCCBr, Cc1c([N+](=O)[O-])ccc(O)c1Cl, [H-], [Na+], CN(C)C=O. Product: CCCOc1ccc([N+](=O)[O-])c(C)c1Cl. As a reaction SMILES: [CH2:15]([CH2:16][CH3:17])[Br:18].[Cl:1][c:2]1[c:3]([OH:12])[cH:4][cH:5][c:6]([N+:9](=[O:10])[O-:11])[c:7]1[CH3:8].[H-:13].[Na+:14].[O:19]=[CH:20][N:21]([CH3:22])[CH3:23]>>[Cl:1][c:2]1[c:3]([O:12][CH2:15][CH2:16][CH3:17])[cH:4][cH:5][c:6]([N+:9](=[O:10])[O-:11])[c:7]1[CH3:8]. Reactants: FC(C(=O)O)(F)F.ClC1=CC=C2C=3C=CN=CC3N(C2=C1)NC (7-chloro-9-(methylamino)-β-carboline Trifluoroacetate), C(C)(=O)OC(C)=O (acetic anhydride). Solvent: N1=CC=CC=C1 (pyridine). Yields the product FC(C(=O)O)(F)F.ClC1=CC=C2C=3C=CN=CC3N(C2=C1)N(C)C(C)=O (7-chloro-9-(Acetyl-methylamino)-β-carboline Trifluoroacetate). The yield is 28.3%. As a reaction SMILES: [F:1][C:2]([F:7])([F:6])[C:3]([OH:5])=[O:4].[Cl:8][C:9]1[CH:21]=[C:20]2[C:12]([C:13]3[CH:14]=[CH:15][N:16]=[CH:17][C:18]=3[N:19]2[NH:22][CH3:23])=[CH:11][CH:10]=1.[C:24](OC(=O)C)(=[O:26])[CH3:25]>N1C=CC=CC=1>[F:1][C:2]([F:7])([F:6])[C:3]([OH:5])=[O:4].[Cl:8][C:9]1[CH:21]=[C:20]2[C:12]([C:13]3[CH:14]=[CH:15][N:16]=[CH:17][C:18]=3[N:19]2[N:22]([C:24](=[O:26])[CH3:25])[CH3:23])=[CH:11][CH:10]=1 |f:0.1,4.5|. Procedure: A solution of the product of example 43 (19 mg, 0.082 mmol) in pyridine (0.40 ml) was treated with acetic anhydride (0.037 ml, 0.36 mmol) in two portions over 48 h. The reaction was subsequently concentrated to dryness and the residue coevaporated with AcOH under reduced pressure. The crude product was purified as described in example 46. The pure fractions with product were combined and lyophilized to provide 9 mg of the title compound. Starting materials: C(C1=CC=CC=C1)OC1=C(C=CC(=C1)OCC1=CC=CC=C1)CCC(=O)O (3-(2,4-dibenzyloxyphenyl)propionic acid), C(C)(C)(C)OC(=O)N[C@@H](CC(N)=O)C(=O)N1CCN(CC1)C1=CC=CC=C1 (1-(N-tert-butoxycarbonyl-L-asparaginyl)-4-phenylpiperazine), Example 7 ( i ). Product: C(C1=CC=CC=C1)OC1=C(C=CC(=C1)OCC1=CC=CC=C1)CCC(=O)N[C@@H](CC(N)=O)C(=O)N1CCN(CC1)C1=CC=CC=C1 (1-[3-(2,4-dibenzyloxyphenyl)propionyl-L-asparaginyl]- 4-phenylpiperazine). Isolated yield 32.5%. Reaction SMILES: [CH2:1]([O:8][C:9]1[CH:14]=[C:13]([O:15][CH2:16][C:17]2[CH:22]=[CH:21][CH:20]=[CH:19][CH:18]=2)[CH:12]=[CH:11][C:10]=1[CH2:23][CH2:24][C:25]([OH:27])=O)[C:2]1[CH:7]=[CH:6][CH:5]=[CH:4][CH:3]=1.C(OC([NH:35][C@H:36]([C:41]([N:43]1[CH2:48][CH2:47][N:46]([C:49]2[CH:54]=[CH:53][CH:52]=[CH:51][CH:50]=2)[CH2:45][CH2:44]1)=[O:42])[CH2:37][C:38](=[O:40])[NH2:39])=O)(C)(C)C>>[CH2:1]([O:8][C:9]1[CH:14]=[C:13]([O:15][CH2:16][C:17]2[CH:18]=[CH:19][CH:20]=[CH:21][CH:22]=2)[CH:12]=[CH:11][C:10]=1[CH2:23][CH2:24][C:25]([NH:35][C@H:36]([C:41]([N:43]1[CH2:44][CH2:45][N:46]([C:49]2[CH:54]=[CH:53][CH:52]=[CH:51][CH:50]=2)[CH2:47][CH2:48]1)=[O:42])[CH2:37][C:38](=[O:40])[NH2:39])=[O:27])[C:2]1[CH:3]=[CH:4][CH:5]=[CH:6][CH:7]=1. Procedure details: Condensation of 3-(2,4-dibenzyloxyphenyl)propionic acid (772 mg) and 1-(N-tert-butoxycarbonyl-L-asparaginyl)-4-phenylpiperazine (964 mg) was carried out in the same manner as in Example 7 (i) to obtain colorless crystal 1-[3-(2,4-dibenzyloxyphenyl)propionyl-L-asparaginyl]- 4-phenylpiperazine (430 mg). Melting point: 96°-98° C. Reaction SMILES: [CH:35]([Cl:36])([Cl:37])[Cl:38].[Cl:12][c:13]1[n:14][n:15]([CH:31]([F:32])[F:33])[c:16]([C:27]([F:28])([F:29])[F:30])[c:17]1[CH2:18][S:19][C:20]1=[N:21][O:22][C:23]([CH3:25])([CH3:26])[CH2:24]1.[Cl:1][c:2]1[cH:3][cH:4][cH:5][c:6]([C:7]([O:8][OH:10])=[O:9])[cH:11]1.[OH2:34]>>[O:9]=[S:19]([CH2:18][c:17]1[c:13]([Cl:12])[n:14][n:15]([CH:31]([F:32])[F:33])[c:16]1[C:27]([F:28])([F:29])[F:30])([C:20]1=[N:21][O:22][C:23]([CH3:25])([CH3:26])[CH2:24]1)=[O:34]. Reactants: ClC(Cl)Cl, CC1(C)CC(SCc2c(Cl)nn(C(F)F)c2C(F)(F)F)=NO1, O=C(OO)c1cccc(Cl)c1, O. Yields the product CC1(C)CC(S(=O)(=O)Cc2c(Cl)nn(C(F)F)c2C(F)(F)F)=NO1. Reactants: BrC1=CC(=C(C(=O)O)C=C1)F (4-bromo-2-fluorobenzoic acid), Cl.CONC (N-methoxymethanamine hydrochloride), CC(N=C=NC(C)C)C (DIC). Run in ClCCl (dichloromethane). Run at time 4 hour. Yields the product BrC1=CC(=C(C(=O)N(C)OC)C=C1)F (4-bromo-2-fluoro-N-methoxy-N-methylbenzamide). As a reaction SMILES: [Br:1][C:2]1[CH:10]=[CH:9][C:5]([C:6](O)=[O:7])=[C:4]([F:11])[CH:3]=1.Cl.[CH3:13][O:14][NH:15][CH3:16].CC(C)N=C=NC(C)C>ClCCl>[Br:1][C:2]1[CH:10]=[CH:9][C:5]([C:6]([N:15]([O:14][CH3:13])[CH3:16])=[O:7])=[C:4]([F:11])[CH:3]=1 |f:1.2|. Procedure details: Into a 1000-mL round-bottom flask, was placed a solution of 4-bromo-2-fluorobenzoic acid (50 g, 229.36 mmol, 1.00 equiv) in dichloromethane (600 mL), N-methoxymethanamine hydrochloride (25 g, 257.73 mmol, 1.10 equiv). To the resulting mixture was added DIC (32 g, 253.97 mmol, 1.10 equiv) at 0° C. The resulting solution was stirred for 4 h at room temperature. The reaction was then quenched by the addition of water (500 mL). The solids were filtered out. The resulting solution was extracted with ... Starting materials: [H-].[Na+] (Sodium hydride), ice water, C(C(=O)O)(=O)O (oxalic acid), OC(CN1C(C=2C(C1=O)=CC=CC2)=O)CN2CCN(CC2)C2=C(C=C(C=C2)C)C (N-[2-hydroxy-3-{4-(2,4-dimethylphenyl)piperazin-1-yl}propyl]-phthalimide), C(C=C)Br (allyl bromide), C(C)(C)OC(C)C (IPE). Run in C(C)(=O)OCC (ethyl acetate), O1CCOCC1 (dioxane), O1CCOCC1 (dioxane). Run at temperature 60 celsius, time 1 hour. The product is C(C(=O)O)(=O)O.C(C=C)OC(CN1C(C=2C(C1=O)=CC=CC2)=O)CN2CCN(CC2)C2=C(C=C(C=C2)C)C (N-[2-Allyloxy-3-{4-(2,4-dimethylphenyl)piperazin-1-yl}propyl]-phthalimide oxalate). The yield is 68.8%. As a reaction SMILES: [H-].[Na+].[OH:3][CH:4]([CH2:17][N:18]1[CH2:23][CH2:22][N:21]([C:24]2[CH:29]=[CH:28][C:27]([CH3:30])=[CH:26][C:25]=2[CH3:31])[CH2:20][CH2:19]1)[CH2:5][N:6]1[C:10](=[O:11])[C:9]2=[CH:12][CH:13]=[CH:14][CH:15]=[C:8]2[C:7]1=[O:16].[CH2:32](Br)[CH:33]=[CH2:34].[C:36]([OH:41])(=[O:40])[C:37]([OH:39])=[O:38].C(OC(C)C)(C)C>O1CCOCC1.C(OCC)(=O)C>[C:36]([OH:41])(=[O:40])[C:37]([OH:39])=[O:38].[CH2:34]([O:3][CH:4]([CH2:17][N:18]1[CH2:23][CH2:22][N:21]([C:24]2[CH:29]=[CH:28][C:27]([CH3:30])=[CH:26][C:25]=2[CH3:31])[CH2:20][CH2:19]1)[CH2:5][N:6]1[C:10](=[O:11])[C:9]2=[CH:12][CH:13]=[CH:14][CH:15]=[C:8]2[C:7]1=[O:16])[CH:33]=[CH2:32] |f:0.1,8.9|. Procedure details: 55% Sodium hydride (0.65 g) was suspended in anhydrous dioxane (30 ml), followed by dropwise addition of N-[2-hydroxy-3-{4-(2,4-dimethylphenyl)piperazin-1-yl}propyl]-phthalimide (4.7 g) dissolved in dioxane (50 ml) under nitrogen gas stream and at room temperature. The resulting mixture was heated to 60° C. and stirred for 1 hour. Then, allyl bromide (1.8 g) was dropped slowly into the mixture at 40° C. and the thus formed mixture was stirred for 3 hours over a water bath at 75° C. The reaction ...